From a dataset of the Open Reaction Database (ORD), a public repository of structured organic reaction records. describe an organic reaction: reactants, conditions, products, and yield Reactants: FC=1C=C(N)C=CC1N1CCOCC1 (3-fluoro-4-morpholinoaniline), C[Al](C)C (trimethylaluminium), COC(\C=C(\C)/NC(COC1=CC(=C(C=C1)F)F)=O)=O ((Z)-methyl-3-(2-(3,4-difluorophenoxy)acetamido)but-2-enoate). Run in C(Cl)Cl (DCM), C(Cl)Cl (DCM). Run at time 0.5 hour. Yields the product FC=1C=C(OCC2=NC(=CC(N2C2=CC(=C(C=C2)N2CCOCC2)F)=O)C)C=CC1F (2-((3,4-difluorophenoxy)methyl)-3-(3-fluoro-4-morpholinophenyl)-6-methyl-pyrimidin-4(3H)-one). The yield is 57.9%. Reaction SMILES: [F:1][C:2]1[CH:3]=[C:4]([CH:6]=[CH:7][C:8]=1[N:9]1[CH2:14][CH2:13][O:12][CH2:11][CH2:10]1)[NH2:5].C[Al](C)C.C[O:20][C:21](=O)/[CH:22]=[C:23](\[NH:25][C:26](=O)[CH2:27][O:28][C:29]1[CH:34]=[CH:33][C:32]([F:35])=[C:31]([F:36])[CH:30]=1)/[CH3:24]>C(Cl)Cl>[F:36][C:31]1[CH:30]=[C:29]([CH:34]=[CH:33][C:32]=1[F:35])[O:28][CH2:27][C:26]1[N:5]([C:4]2[CH:6]=[CH:7][C:8]([N:9]3[CH2:14][CH2:13][O:12][CH2:11][CH2:10]3)=[C:2]([F:1])[CH:3]=2)[C:21](=[O:20])[CH:22]=[C:23]([CH3:24])[N:25]=1. Reported procedure: To a solution of 3-fluoro-4-morpholinoaniline (0.39 g, 2.00 mmol) in DCM (15 mL) was added trimethylaluminium (3.5 mL, 7.0 mmol, 2 M in toluene) and the mixture was stirred at rt for 0.5 h. A solution of (Z)-methyl-3-(2-(3,4-difluorophenoxy)acetamido)but-2-enoate (0.57 g, 2.00 mmol) in DCM (5 mL) was added slowly and the resulting mixture was stirred further at rt for 12 h. The mixture was then quenched with saturated NH4Cl aqueous solution and extracted with CH2Cl2 (50 mL×2). The combined organ... Reactants: Cl (Hydrogen chloride), N[C@H](C(C(=O)O)O)CC(C)C ((2RS, 3S)-3-amino-2-hydroxy-5-methylhexanoic acid), CO (methanol). Run at time 8 hour. The product is Cl.N[C@H](C(C(=O)OC)O)CC(C)C (methyl (2RS, 3S)-3-amino-2-hydroxy-5-methylhexanoate hydrochloride). Reaction SMILES: [ClH:1].[NH2:2][C@@H:3]([CH2:9][CH:10]([CH3:12])[CH3:11])[CH:4]([OH:8])[C:5]([OH:7])=[O:6].[CH3:13]O>>[ClH:1].[NH2:2][C@@H:3]([CH2:9][CH:10]([CH3:12])[CH3:11])[CH:4]([OH:8])[C:5]([O:7][CH3:13])=[O:6] |f:3.4|. Reported procedure: Hydrogen chloride was passed into a solution 110 mg of (2RS, 3S)-3-amino-2-hydroxy-5-methylhexanoic acid in 10 ml of methanol under ice-cooling, and the mixture was stirred overnight. The reaction mixture was evaporated to dryness under reduced pressure to obtain 150 mg of methyl (2RS, 3S)-3-amino-2-hydroxy-5-methylhexanoate hydrochloride as a white powder. Starting materials: [Br-], O=C(c1ccccc1)c1ccc(Br)cc1, C1CCOC1, C[Mg+]. The product is CC(O)(c1ccccc1)c1ccc(Br)cc1. As a reaction SMILES: [Br-:16].[Br:1][c:2]1[cH:3][cH:4][c:5]([C:8](=[O:9])[c:10]2[cH:11][cH:12][cH:13][cH:14][cH:15]2)[cH:6][cH:7]1.[CH2:19]1[O:20][CH2:21][CH2:22][CH2:23]1.[CH3:17][Mg+:18]>>[Br:1][c:2]1[cH:3][cH:4][c:5]([C:8]([OH:9])([c:10]2[cH:11][cH:12][cH:13][cH:14][cH:15]2)[CH3:17])[cH:6][cH:7]1. Starting materials: C1CCOC1, CCO, Cl, [Na+], COC(=O)C1=Cc2cc(-c3ccc(N4CCOCC4)cc3)ccc2S(=O)(=O)CC1, [OH-]. Yields the product O=C(O)C1=Cc2cc(-c3ccc(N4CCOCC4)cc3)ccc2S(=O)(=O)CC1. As a reaction SMILES: [CH2:36]1[O:37][CH2:38][CH2:39][CH2:40]1.[CH3:33][CH2:34][OH:35].[ClH:32].[Na+:31].[O:1]1[CH2:2][CH2:3][N:4]([c:7]2[cH:8][cH:9][c:10](-[c:13]3[cH:14][cH:15][c:16]4[c:17]([cH:29]3)[CH:18]=[C:19]([C:25](=[O:26])[O:27][CH3:28])[CH2:20][CH2:21][S:22]4(=[O:23])=[O:24])[cH:11][cH:12]2)[CH2:5][CH2:6]1.[OH-:30]>>[O:1]1[CH2:2][CH2:3][N:4]([c:7]2[cH:8][cH:9][c:10](-[c:13]3[cH:14][cH:15][c:16]4[c:17]([cH:29]3)[CH:18]=[C:19]([C:25](=[O:26])[OH:27])[CH2:20][CH2:21][S:22]4(=[O:23])=[O:24])[cH:11][cH:12]2)[CH2:5][CH2:6]1.